Dataset: the Open Reaction Database (ORD), a public repository of structured organic reaction records. Task: describe an organic reaction: reactants, conditions, products, and yield Reactants: COc1cc2c(Oc3cc4ccccc4nc3C)ccnc2cc1OCCN1C(=O)c2ccccc2C1=O, CN(C)C=O, NN. Product: COc1cc2c(Oc3cc4ccccc4nc3C)ccnc2cc1OCCN. As a reaction SMILES: [CH3:1][O:2][c:3]1[cH:4][c:5]2[c:6]([O:27][c:28]3[c:29]([CH3:38])[n:30][c:31]4[cH:32][cH:33][cH:34][cH:35][c:36]4[cH:37]3)[cH:7][cH:8][n:9][c:10]2[cH:11][c:12]1[O:13][CH2:14][CH2:15][N:16]1[C:17](=[O:18])[c:19]2[c:20]([cH:21][cH:22][cH:23][cH:24]2)[C:25]1=[O:26].[CH3:41][N:42]([CH3:43])[CH:44]=[O:45].[NH2:39][NH2:40]>>[CH3:1][O:2][c:3]1[cH:4][c:5]2[c:6]([O:27][c:28]3[c:29]([CH3:38])[n:30][c:31]4[cH:32][cH:33][cH:34][cH:35][c:36]4[cH:37]3)[cH:7][cH:8][n:9][c:10]2[cH:11][c:12]1[O:13][CH2:14][CH2:15][NH2:16]. Starting materials: O (water), NC1=NC=CC=C1C1=CC=C(C=C1)O (4-(2-aminopyridin-3-yl)phenol), C(C)(C)(C)[Si](Cl)(C)C (tert-butyldimethylchlorosilane), N1C=NC=C1 (1H-imidazol). The solvent is CN(C)C=O (DMF). Run at time 20 hour. Product: [Si](C)(C)(C(C)(C)C)OC1=CC=C(C=C1)C=1C(=NC=CC1)N (3-(4-((tert-butyl(dimethyl)silyl)oxy)phenyl)pyridin-2-amine). RXN SMILES: [NH2:1][C:2]1[C:7]([C:8]2[CH:13]=[CH:12][C:11]([OH:14])=[CH:10][CH:9]=2)=[CH:6][CH:5]=[CH:4][N:3]=1.[C:15]([Si:19]([CH3:22])([CH3:21])Cl)([CH3:18])([CH3:17])[CH3:16].N1C=CN=C1.O>CN(C=O)C>[Si:19]([O:14][C:11]1[CH:12]=[CH:13][C:8]([C:7]2[C:2]([NH2:1])=[N:3][CH:4]=[CH:5][CH:6]=2)=[CH:9][CH:10]=1)([C:15]([CH3:18])([CH3:17])[CH3:16])([CH3:22])[CH3:21]. Reported procedure: A mixture of 4-(2-aminopyridin-3-yl)phenol (19.8 g), tert-butyldimethylchlorosilane (21.8 mL) and 1H-imidazol (8.69 g) in DMF (200 mL) was stirred at room temperature for 20 hr. To the mixture was added water, and the resulting precipitate was collected by filtration, and then washed with water to give the title compound (30.5 g) as a white solid. Starting materials: O=C([O-])[O-], COc1ccc(CCl)cc1, CC(C)=O, [K+], [K+], CC(O)c1c(O)cccc1[N+](=O)[O-]. Product: COc1ccc(COc2cccc([N+](=O)[O-])c2C(C)O)cc1. As a reaction SMILES: [C:14](=[O:15])([O-:16])[O-:17].[CH3:20][O:21][c:22]1[cH:23][cH:24][c:25]([CH2:26][Cl:27])[cH:28][cH:29]1.[CH3:30][C:31](=[O:32])[CH3:33].[K+:18].[K+:19].[OH:1][CH:2]([CH3:3])[c:4]1[c:5]([OH:13])[cH:6][cH:7][cH:8][c:9]1[N+:10](=[O:11])[O-:12]>>[OH:1][CH:2]([CH3:3])[c:4]1[c:5]([O:13][CH2:26][c:25]2[cH:24][cH:23][c:22]([O:21][CH3:20])[cH:29][cH:28]2)[cH:6][cH:7][cH:8][c:9]1[N+:10](=[O:11])[O-:12]. Reactants: O=C([O-])[O-], Cc1ccccc1, CCOC(C)=O, COc1cc(Cl)ccc1O, [Cs+], [Cs+], [Cu+], O=S(=O)([O-])C(F)(F)F, Ic1ccccc1, O=C(O)c1cccc2ccccc12, c1ccccc1. Product: COc1cc(Cl)ccc1Oc1ccccc1. As a reaction SMILES: [C:18](=[O:19])([O-:20])[O-:21].[CH3:52][c:53]1[cH:54][cH:55][cH:56][cH:57][cH:58]1.[CH3:59][CH2:60][O:61][C:62](=[O:63])[CH3:64].[Cl:8][c:9]1[cH:10][c:11]([O:16][CH3:17])[c:12]([OH:15])[cH:13][cH:14]1.[Cs+:22].[Cs+:23].[Cu+:51].[F:43][C:44]([F:45])([F:46])[S:47]([O-:48])(=[O:49])=[O:50].[I:1][c:2]1[cH:3][cH:4][cH:5][cH:6][cH:7]1.[OH:24][C:25]([c:26]1[c:27]2[c:28]([cH:29][cH:30][cH:31][cH:32]2)[cH:33][cH:34][cH:35]1)=[O:36].[cH:37]1[cH:38][cH:39][cH:40][cH:41][cH:42]1>>[c:2]1([O:15][c:12]2[c:11]([O:16][CH3:17])[cH:10][c:9]([Cl:8])[cH:14][cH:13]2)[cH:3][cH:4][cH:5][cH:6][cH:7]1. Starting materials: CC(C)CC(C(=O)NN1C(=O)NC2(CCNCC2)C1=O)C(CCCc1ccccc1)C(=O)OC(C)(C)C, C=O, CCOCC, CO, [H][H]. The product is CC(C)CC(C(=O)NN1C(=O)NC2(CCN(C)CC2)C1=O)C(CCCc1ccccc1)C(=O)OC(C)(C)C. RXN SMILES: [C:1]([CH3:2])([CH3:3])([CH3:4])[O:5][C:6](=[O:7])[CH:8]([CH2:9][CH2:10][CH2:11][c:12]1[cH:13][cH:14][cH:15][cH:16][cH:17]1)[CH:18]([C:19](=[O:20])[NH:21][N:22]1[C:23](=[O:33])[NH:24][C:25]2([C:26]1=[O:27])[CH2:28][CH2:29][NH:30][CH2:31][CH2:32]2)[CH2:34][CH:35]([CH3:36])[CH3:37].[CH2:38]=[O:39].[CH3:42][CH2:43][O:44][CH2:45][CH3:46].[CH3:47][OH:48].[H:40][H:41]>>[C:1]([CH3:2])([CH3:3])([CH3:4])[O:5][C:6](=[O:7])[CH:8]([CH2:9][CH2:10][CH2:11][c:12]1[cH:13][cH:14][cH:15][cH:16][cH:17]1)[CH:18]([C:19](=[O:20])[NH:21][N:22]1[C:23](=[O:33])[NH:24][C:25]2([C:26]1=[O:27])[CH2:28][CH2:29][N:30]([CH3:42])[CH2:31][CH2:32]2)[CH2:34][CH:35]([CH3:36])[CH3:37].